This data is from the Open Reaction Database (ORD), a public repository of structured organic reaction records. The task is: describe an organic reaction: reactants, conditions, products, and yield Starting materials: CC(=O)c1cccc(C#N)c1, ClCCl. Yields the product CC(O)c1cccc(C#N)c1. RXN SMILES: [C:1]([CH3:2])(=[O:3])[c:4]1[cH:5][c:6]([C:7]#[N:8])[cH:9][cH:10][cH:11]1.[Cl:12][CH2:13][Cl:14]>>[CH:1]([CH3:2])([OH:3])[c:4]1[cH:5][c:6]([C:7]#[N:8])[cH:9][cH:10][cH:11]1. Reactants: CN1N=C(C(=C1)C1=CC=NC=C1)C1=CC=C(OCC2=NC3=CC=CC=C3C=C2)C=C1 (2-[4-(1-Methyl-4-pyridin-4-yl-1H-pyrazol-3-yl)-phenoxymethyl]-quinoline), N(N)CC(C)(O)C (1-Hydrazino-2-methyl-propan-2-ol). Product: CC(CN1N=C(C(=C1)C1=CC=NC=C1)C1=CC=C(C=C1)OCC1=NC2=CC=CC=C2C=C1)(C)O (2-Methyl-1-{4-pyridin-4-yl-3-[4-(quinolin-2-ylmethoxy)-phenyl]-pyrazol-1-yl}-propan-2-ol). Reaction SMILES: [CH3:1][N:2]1[CH:6]=[C:5]([C:7]2[CH:12]=[CH:11][N:10]=[CH:9][CH:8]=2)[C:4]([C:13]2[CH:30]=[CH:29][C:16]([O:17][CH2:18][C:19]3[CH:28]=[CH:27][C:26]4[C:21](=[CH:22][CH:23]=[CH:24][CH:25]=4)[N:20]=3)=[CH:15][CH:14]=2)=[N:3]1.N([CH2:33][C:34](C)([OH:36])[CH3:35])N>>[CH3:33][C:34]([OH:36])([CH3:35])[CH2:1][N:2]1[CH:6]=[C:5]([C:7]2[CH:8]=[CH:9][N:10]=[CH:11][CH:12]=2)[C:4]([C:13]2[CH:30]=[CH:29][C:16]([O:17][CH2:18][C:19]3[CH:28]=[CH:27][C:26]4[C:21](=[CH:22][CH:23]=[CH:24][CH:25]=4)[N:20]=3)=[CH:15][CH:14]=2)=[N:3]1. Procedure: Following the procedure for the preparation of 2-[4-(1-Methyl-4-pyridin-4-yl-1H-pyrazol-3-yl)-phenoxymethyl]-quinoline but substituting 1-Hydrazino-2-methyl-propan-2-ol provided the title compound. 1H NMR (400 MHz, CDCl3) δ 8.47 (d, J=6.2 Hz, 2 H), 8.19 (d, J=8.7 Hz, 1 H), 8.07 (d, J=8.7 Hz, 1 H), 7.82 (d, J=7.9 Hz, 1H), 7.74 (t, J=8.3 Hz, 1H), 7.68 (d, J=8.7 Hz, 1 H), 7.62 (s,1H), 7.55 (t, J=7.1 Hz, 1 H), 7.39 (d, J=8.7 Hz, 2H), 7.17 (m, 2H), 7.01 (d, J=8.7 Hz, 2H), 5.39 (s, 2H) 4.09 (s, 2H), 1... Reactants: BrB(Br)Br, CCCCc1nc(COC)n(CC(C)(C)C)c(=O)c1Cc1ccc(-c2ccccc2-c2noc(=O)[nH]2)cc1, CCOC(C)=O, ClCCl, Cl, [Na+], [OH-]. Reaction SMILES: [B:39]([Br:40])([Br:41])[Br:42].[CH2:1]([CH2:2][CH2:3][CH3:4])[c:5]1[c:6]([CH2:20][c:21]2[cH:22][cH:23][c:24](-[c:27]3[c:28](-[c:33]4[n:34][o:35][c:36](=[O:38])[nH:37]4)[cH:29][cH:30][cH:31][cH:32]3)[cH:25][cH:26]2)[c:7](=[O:19])[n:8]([CH2:14][C:15]([CH3:16])([CH3:17])[CH3:18])[c:9]([CH2:11][O:12][CH3:13])[n:10]1.[CH3:46][CH2:47][O:48][C:49](=[O:50])[CH3:51].[Cl:52][CH2:53][Cl:54].[ClH:45].[Na+:44].[OH-:43]>>[CH2:1]([CH2:2][CH2:3][CH3:4])[c:5]1[c:6]([CH2:20][c:21]2[cH:22][cH:23][c:24](-[c:27]3[c:28](-[c:33]4[n:34][o:35][c:36](=[O:38])[nH:37]4)[cH:29][cH:30][cH:31][cH:32]3)[cH:25][cH:26]2)[c:7](=[O:19])[n:8]([CH2:14][C:15]([CH3:16])([CH3:17])[CH3:18])[c:9]([CH2:11][OH:12])[n:10]1. The product is CCCCc1nc(CO)n(CC(C)(C)C)c(=O)c1Cc1ccc(-c2ccccc2-c2noc(=O)[nH]2)cc1. The product is CC(C)(C)OC(=O)NCCCC(=O)c1cncnc1. RXN SMILES: [Br:1][c:2]1[cH:3][n:4][cH:5][n:6][cH:7]1.[C:13]([CH3:14])([CH3:15])([CH3:16])[O:17][C:18](=[O:19])[N:20]1[C:21](=[O:25])[CH2:22][CH2:23][CH2:24]1.[CH2:8]([Li:9])[CH2:10][CH2:11][CH3:12].[CH3:27][CH2:28][O:29][CH2:30][CH3:31].[Cl:38][CH2:39][Cl:40].[ClH:26].[O:32]1[CH2:33][CH2:34][CH2:35][CH2:36]1.[OH2:37]>>[c:2]1([C:21]([CH2:22][CH2:23][CH2:24][NH:20][C:18]([O:17][C:13]([CH3:14])([CH3:15])[CH3:16])=[O:19])=[O:25])[cH:3][n:4][cH:5][n:6][cH:7]1. Starting materials: Brc1cncnc1, CC(C)(C)OC(=O)N1CCCC1=O, [Li]CCCC, CCOCC, ClCCl, Cl, C1CCOC1, O. The reactants are CCCCOC(=O)C(NC(=O)OC(C)(C)C)c1c[nH]c2ccccc12, [Na+], [Na+], O=C([O-])[O-], C1COCCO1. Yields the product CC(C)(C)OC(=O)NC(C(=O)O)c1c[nH]c2ccccc12. As a reaction SMILES: [CH2:1]([CH2:2][CH2:3][CH3:4])[O:5][C:6]([CH:7]([c:8]1[cH:9][nH:10][c:11]2[cH:12][cH:13][cH:14][cH:15][c:16]12)[NH:17][C:18](=[O:19])[O:20][C:21]([CH3:22])([CH3:23])[CH3:24])=[O:25].[Na+:26].[Na+:27].[O-:28][C:29](=[O:30])[O-:31].[O:32]1[CH2:33][CH2:34][O:35][CH2:36][CH2:37]1>>[O:5]=[C:6]([CH:7]([c:8]1[cH:9][nH:10][c:11]2[cH:12][cH:13][cH:14][cH:15][c:16]12)[NH:17][C:18](=[O:19])[O:20][C:21]([CH3:22])([CH3:23])[CH3:24])[OH:25]. Starting materials: Cl (hydrochloric acid), ClC1=C(C=C(C(=C1)Cl)OC)NC1=C(C=NC2=CC(=C(C=C12)OC)C1=COC(=C1)C(OCC)OCC)C#N (4-[(2,4-dichloro-5-methoxyphenyl)amino]-7-[5-(diethoxymethyl)-3-furyl]-6-methoxy-3-quinolinecarbonitrile), C([O-])(O)=O.[Na+] (sodium bicarbonate). The solvent is O1CCCC1 (tetrahydrofuran). Run at time 1.5 hour. The product is ClC1=C(C=C(C(=C1)Cl)OC)NC1=C(C=NC2=CC(=C(C=C12)OC)C1=COC(=C1)C=O)C#N (4-[(2,4-dichloro-5-methoxyphenyl)amino]-7-(5-formyl-3-furyl)-6-methoxy-3-quinolinecarbonitrile). Isolated yield 54.8%. Reaction SMILES: [Cl:1][C:2]1[CH:7]=[C:6]([Cl:8])[C:5]([O:9][CH3:10])=[CH:4][C:3]=1[NH:11][C:12]1[C:21]2[C:16](=[CH:17][C:18]([C:24]3[CH:28]=[C:27]([CH:29](OCC)[O:30]CC)[O:26][CH:25]=3)=[C:19]([O:22][CH3:23])[CH:20]=2)[N:15]=[CH:14][C:13]=1[C:36]#[N:37].Cl.C(=O)(O)[O-].[Na+]>O1CCCC1>[Cl:1][C:2]1[CH:7]=[C:6]([Cl:8])[C:5]([O:9][CH3:10])=[CH:4][C:3]=1[NH:11][C:12]1[C:21]2[C:16](=[CH:17][C:18]([C:24]3[CH:28]=[C:27]([CH:29]=[O:30])[O:26][CH:25]=3)=[C:19]([O:22][CH3:23])[CH:20]=2)[N:15]=[CH:14][C:13]=1[C:36]#[N:37] |f:2.3|. Procedure details: To a suspension of 4-[(2,4-dichloro-5-methoxyphenyl)amino]-7-[5-(diethoxymethyl)-3-furyl]-6-methoxy-3-quinolinecarbonitrile (2.60 g, 4.79 mmol) in 70 mL of tetrahydrofuran is added 27 mL of 2N hydrochloric acid. The mixture is stirred at room temperature for 1.5 hours then slowly added to 200 mL of saturated aqueous sodium bicarbonate. The mixture is stirred for 30 minutes and the solid is collected by filtration washing with water and ethyl acetate. The solid is heated with ethyl acetate and th... Reactants: FC1=C(C=CC(=O)O)C=C(C=C1)F (2,5-Difluorocinnamic acid). The reagents and catalysts are [Pd] (Pd on carbon). Solvent: C(C)O (ethanol). Reaction conditions: time 3 hour. Yields the product FC1=C(C=C(C=C1)F)CCC(=O)O (3-(2,5-difluorophenyl)-propionic acid). RXN SMILES: [F:1][C:2]1[CH:12]=[CH:11][C:10]([F:13])=[CH:9][C:3]=1[CH:4]=[CH:5][C:6]([OH:8])=[O:7]>C(O)C.[Pd]>[F:1][C:2]1[CH:12]=[CH:11][C:10]([F:13])=[CH:9][C:3]=1[CH2:4][CH2:5][C:6]([OH:8])=[O:7]. Procedure details: 2,5-Difluorocinnamic acid (5.0 g, 27.2 mmol) was dissolved in 25 ml of ethanol and a catalytic amount of 10% Pd on carbon was added. The reaction mixture was hydrogenated at normal pressure for a period of 3 hrs. Filtration through celite and evaporation of the solvent afforded crude 3-(2,5-difluorophenyl)-propionic acid. This acid was dissolved in 75 ml of toluene and 5 ml of thionyl chloride was added. The reaction mixture was heated at +110° C. for a period of 2 hrs. Evaporation of the solven... Starting materials: O=C([O-])[O-], C1COCCO1, Cc1cc(N)n[nH]1, CC1(C)c2cccc(P(c3ccccc3)c3ccccc3)c2Oc2c(P(c3ccccc3)c3ccccc3)cccc21, FC1(C2CC2)CN(c2cc(Cl)nc(Cl)c2)C1, [Na+], [Na+]. The product is Cc1cc(Nc2cc(N3CC(F)(C4CC4)C3)cc(Cl)n2)[nH]n1. As a reaction SMILES: [C:66](=[O:67])([O-:68])[O-:69].[CH2:72]1[O:73][CH2:74][CH2:75][O:76][CH2:77]1.[CH3:17][c:18]1[cH:19][c:20]([NH2:23])[n:21][nH:22]1.[CH3:24][C:25]1([CH3:26])[c:27]2[cH:28][cH:29][cH:30][c:31]([P:32]([c:33]3[cH:34][cH:35][cH:36][cH:37][cH:38]3)[c:39]3[cH:40][cH:41][cH:42][cH:43][cH:44]3)[c:45]2[O:46][c:47]2[c:48]1[cH:49][cH:50][cH:51][c:52]2[P:53]([c:54]1[cH:55][cH:56][cH:57][cH:58][cH:59]1)[c:60]1[cH:61][cH:62][cH:63][cH:64][cH:65]1.[Cl:1][c:2]1[n:3][c:4]([Cl:16])[cH:5][c:6]([N:8]2[CH2:9][C:10]([F:12])([CH:13]3[CH2:14][CH2:15]3)[CH2:11]2)[cH:7]1.[Na+:70].[Na+:71]>>[c:2]1([NH:23][c:20]2[cH:19][c:18]([CH3:17])[n:22][nH:21]2)[n:3][c:4]([Cl:16])[cH:5][c:6]([N:8]2[CH2:9][C:10]([F:12])([CH:13]3[CH2:14][CH2:15]3)[CH2:11]2)[cH:7]1. The reactants are CC(=O)c1cccc(C(=O)OC(C)(C)C)c1, CO, ClCCl. The product is CC(O)c1cccc(C(=O)OC(C)(C)C)c1. As a reaction SMILES: [C:1]([CH3:2])(=[O:3])[c:4]1[cH:5][c:6]([C:7](=[O:8])[O:9][C:10]([CH3:11])([CH3:12])[CH3:13])[cH:14][cH:15][cH:16]1.[CH3:17][OH:18].[Cl:19][CH2:20][Cl:21]>>[CH:1]([CH3:2])([OH:3])[c:4]1[cH:5][c:6]([C:7](=[O:8])[O:9][C:10]([CH3:11])([CH3:12])[CH3:13])[cH:14][cH:15][cH:16]1. The reactants are BrN1C(CCC1=O)=O (N-bromosuccinimide), C(C1=CC=CC=C1)(=O)OOC(C1=CC=CC=C1)=O (benzoylperoxide), O=C1OC(C2N1C=1C=CC=CC1C2)CNC(C)=O (N-[(9,9a-Dihydro-3-oxo-1H,3H-oxazolo[3,4-a]indol-1-yl)methyl]acetamide). Run in C(C)#N (acetonitrile). Yields the product BrC1=CC=2CC3N(C2C=C1)C(OC3CNC(C)=O)=O (N-[(7-bromo-9,9a-dihydro-3-oxo-1H,3H-oxazolo[3,4-a]indol-1-yl)methyl]acetamide). As a reaction SMILES: [O:1]=[C:2]1[N:6]2[C:7]3[CH:8]=[CH:9][CH:10]=[CH:11][C:12]=3[CH2:13][CH:5]2[CH:4]([CH2:14][NH:15][C:16](=[O:18])[CH3:17])[O:3]1.[Br:19]N1C(=O)CCC1=O.C(OOC(=O)C1C=CC=CC=1)(=O)C1C=CC=CC=1>C(#N)C>[Br:19][C:10]1[CH:9]=[CH:8][C:7]2[N:6]3[C:2](=[O:1])[O:3][CH:4]([CH2:14][NH:15][C:16](=[O:18])[CH3:17])[CH:5]3[CH2:13][C:12]=2[CH:11]=1. Procedure: (±) (1S,9aS/1R,9aR) N-[(9,9a-Dihydro-3-oxo-1H,3H-oxazolo[3,4-a]indol-1-yl)methyl]acetamide (X, diastereomer B, [SS,RR-trans], EXAMPLE 11, 299 mg) is dissolved in acetonitrile (10 ml). To this mixture N-bromosuccinimide (235 mg) and a catalytic amount of benzoylperoxide are added as solids to the mixture at 20°-25°. The mixture is stirred at 20°-25° in a sealed flask over night. Then a small portion is removed and examined by NMR. The mixture was then concentrated under reduced pressure to give t...